This data is from the Open Reaction Database (ORD), a public repository of structured organic reaction records. The task is: describe an organic reaction: reactants, conditions, products, and yield Starting materials: OC=1C(=NC=CC1)C=O (3-hydroxy-2-pyridinecarboxaldehyde), C1CCOC1 (THF), C(C)OP(=O)(C(C(=O)O)=C)OCC (2-(diethoxyphosphinyl)-2-propenoic acid), C1CCOC1 (THF), [NH4+].[Cl-] (NH4Cl), [H-].[Na+] (NaH), C1CCOC1 (THF). Conditions: temperature 0 celsius. Product: O1CC(=CC2=NC=CC=C21)C(=O)OCC (2H-pyrano[3,2-b]pyridine-3-carboxylic acid, ethyl ester). RXN SMILES: [H-].[Na+].[OH:3][C:4]1[C:5]([CH:10]=O)=[N:6][CH:7]=[CH:8][CH:9]=1.C(OP(OCC)([C:17](=[CH2:21])[C:18]([OH:20])=[O:19])=O)C.[NH4+].[Cl-].[CH2:27]1COC[CH2:28]1>>[O:3]1[C:4]2[C:5](=[N:6][CH:7]=[CH:8][CH:9]=2)[CH:10]=[C:17]([C:18]([O:20][CH2:27][CH3:28])=[O:19])[CH2:21]1 |f:0.1,4.5|. Procedure: A mixture of NaH 60% (0.051 mol) in THF (20 ml) was stirred at 0° C. A solution of 3-hydroxy-2-pyridinecarboxaldehyde (0.034 mol) in THF (75 ml) was added dropwise at 0° C. The reaction mixture was stirred for one hour at room temperature. A solution of 2-(diethoxyphosphinyl)-2-propenoic acid, ethyl esther (0.041 mol) in THF (75 ml) was added portionwise at 0° C. The reaction mixture was stirred for 24 hours at room temperature, then stirred and refluxed for 4 hours, then stirred for 24 hours at...